This data is from the Open Reaction Database (ORD), a public repository of structured organic reaction records. The task is: describe an organic reaction: reactants, conditions, products, and yield Starting materials: O=C(O)c1ccccc1Br, CNC, O=S(=O)(O)Cl, Cl, O. RXN SMILES: [Br:6][c:7]1[c:8]([C:9](=[O:10])[OH:11])[cH:12][cH:13][cH:14][cH:15]1.[CH3:16][NH:17][CH3:18].[Cl:1][S:2](=[O:3])(=[O:4])[OH:5].[ClH:19].[OH2:20]>>[S:2](=[O:3])(=[O:5])([c:13]1[cH:12][c:8]([C:9](=[O:10])[OH:11])[c:7]([Br:6])[cH:15][cH:14]1)[N:17]([CH3:16])[CH3:18]. Yields the product CN(C)S(=O)(=O)c1ccc(Br)c(C(=O)O)c1. Reactants: CCOC(=O)CBr, CC1OCC(c2ccccc2)NC1=O, [H-], [Na+], [Na+], O=C([O-])O, CN(C)C=O. Product: CCOC(=O)CN1C(=O)C(C)OCC1c1ccccc1. As a reaction SMILES: [Br:17][CH2:18][C:19](=[O:20])[O:21][CH2:22][CH3:23].[CH3:1][CH:2]1[O:3][CH2:4][CH:5]([c:9]2[cH:10][cH:11][cH:12][cH:13][cH:14]2)[NH:6][C:7]1=[O:8].[H-:16].[Na+:15].[Na+:28].[O-:24][C:25]([OH:26])=[O:27].[O:29]=[CH:30][N:31]([CH3:32])[CH3:33]>>[CH3:1][CH:2]1[O:3][CH2:4][CH:5]([c:9]2[cH:10][cH:11][cH:12][cH:13][cH:14]2)[N:6]([CH2:18][C:19](=[O:20])[O:21][CH2:22][CH3:23])[C:7]1=[O:8]. The reactants are N1=CC(=CC=C1)C(=O)C1(CC1)C1=CC(=C(N(C)C(C(F)(F)F)=O)C=C1)[N+](=O)[O-] (4-[1-[(pyridin-3-yl)-carbonyl]cyclopropyl]-2-nitro-N-trifluoroacetyl-N-methyl-aniline). The solvent is [OH-].[K+] (potassium hydroxide), C(C)(C)O (isopropanol). Yields the product N1=CC(=CC=C1)C(=O)C1(CC1)C1=CC(=C(NC)C=C1)[N+](=O)[O-] (4-[1-[(pyridin-3-yl)-carbonyl]cyclopropyl]-2-nitro-N-methyl-aniline). As a reaction SMILES: [N:1]1[CH:6]=[CH:5][CH:4]=[C:3]([C:7]([C:9]2([C:12]3[CH:25]=[CH:24][C:15]([N:16](C(=O)C(F)(F)F)[CH3:17])=[C:14]([N+:26]([O-:28])=[O:27])[CH:13]=3)[CH2:11][CH2:10]2)=[O:8])[CH:2]=1>[OH-].[K+].C(O)(C)C>[N:1]1[CH:6]=[CH:5][CH:4]=[C:3]([C:7]([C:9]2([C:12]3[CH:25]=[CH:24][C:15]([NH:16][CH3:17])=[C:14]([N+:26]([O-:28])=[O:27])[CH:13]=3)[CH2:11][CH2:10]2)=[O:8])[CH:2]=1 |f:1.2|. Procedure details: 7.4 g (18.8 mmol) of 4-[1-[(pyridin-3-yl)-carbonyl]cyclopropyl]-2-nitro-N-trifluoroacetyl-N-methyl-aniline are stirred in 200 ml of 20% potassium hydroxide solution for one hour at 30° C. Then the mixture is diluted with isopropanol, the organic phase is separated off, 10.0 g of aluminium oxide are added and the resulting mixture is evaporated to dryness. The residue is chromatographed on aluminium oxide, eluting with petroleum ether/ethyl acetate (4:1 and 1:1).